Task: describe an organic reaction: reactants, conditions, products, and yield. Dataset: the Open Reaction Database (ORD), a public repository of structured organic reaction records Starting materials: C(C=C)Br (allyl bromide), N1=CC(=CC=C1)C(O)C1=CC=CC2=CC=CC=C12 (3-pyridyl-1-naphthylcarbinol), O1CCCC1 (tetrahydrofuran), [H-].[Na+] (sodium hydride). The solvent is O (water). Conditions: temperature 0 celsius, time 20 minute. The product is C(C=C)OC(C1=CC=CC2=CC=CC=C12)C=1C=NC=CC1 (3-pyridyl-1-naphthylcarbinol allylether). RXN SMILES: [N:1]1[CH:6]=[CH:5][CH:4]=[C:3]([CH:7]([C:9]2[C:18]3[C:13](=[CH:14][CH:15]=[CH:16][CH:17]=3)[CH:12]=[CH:11][CH:10]=2)[OH:8])[CH:2]=1.O1C[CH2:22][CH2:21][CH2:20]1.[H-].[Na+].C(Br)C=C>O>[CH2:22]([O:8][CH:7]([C:3]1[CH:2]=[N:1][CH:6]=[CH:5][CH:4]=1)[C:9]1[C:18]2[C:13](=[CH:14][CH:15]=[CH:16][CH:17]=2)[CH:12]=[CH:11][CH:10]=1)[CH:21]=[CH2:20] |f:2.3|. Procedure: To a 250 ml single neck round bottom flask equipped with a reflux condensor and an argon inlet is added 2.35 gm of the 3-pyridyl-1-naphthylcarbinol and 100 ml of anhydrous tetrahydrofuran. The system is cooled to 0° C. and after cooling 0.26 gm sodium hydride is added. The system is stirred for an additional 20 minutes and 1.1 ml of allyl bromide is added. The system is allowed to come to room temperature over 1/2-hour and is stirred there for an additional 2 hours. Afterwards, the system is hea... Starting materials: BrC1=CC=C(C=C1)CC(=O)O (2-(4-bromophenyl)acetic acid), S(=O)(=O)(Cl)Cl (sulfuryl dichloride), CO (MeOH). Reaction conditions: temperature 80 celsius, time 8 hour. Reaction SMILES: [Br:1][C:2]1[CH:7]=[CH:6][C:5]([CH2:8][C:9]([OH:11])=[O:10])=[CH:4][CH:3]=1.S(Cl)(Cl)(=O)=O.[CH3:17]O>>[Br:1][C:2]1[CH:3]=[CH:4][C:5]([CH2:8][C:9]([O:11][CH3:17])=[O:10])=[CH:6][CH:7]=1. The product is BrC1=CC=C(C=C1)CC(=O)OC (Methyl 2-(4-bromophenyl)acetate). Procedure details: To a stirred solution of 2-(4-bromophenyl)acetic acid (10 g, 0046 mol) in MeOH (100 mL) was added sulfuryl dichloride (8.3 g, 0.069 mol) dropwise. The reaction mixture was stirred overnight at 80° C., allowed to cool to rt and concentrated under reduced pressure to afford compound 68a as a colorless oil. Mass Spectrum (GCMS, ESI pos.): Calcd. for C9H9BrO2: 228.0 (M). found: 228.0. Starting materials: CCOC(=O)CC1OB(O)c2cc(Oc3cc(N)ccn3)cc(C)c21, C1CCOC1, CO, Cl, [Li+], [OH-], O, O. Yields the product Cc1cc(Oc2cc(N)ccn2)cc2c1C(CC(=O)O)OB2O. As a reaction SMILES: [CH2:1]([CH3:2])[O:3][C:4]([CH2:5][CH:6]1[c:7]2[c:8]([cH:12][c:13]([O:17][c:18]3[n:19][cH:20][cH:21][c:22]([NH2:24])[cH:23]3)[cH:14][c:15]2[CH3:16])[B:9]([OH:11])[O:10]1)=[O:25].[CH2:32]1[O:33][CH2:34][CH2:35][CH2:36]1.[CH3:26][OH:27].[ClH:31].[Li+:30].[OH-:29].[OH2:28].[OH2:37]>>[O:3]=[C:4]([CH2:5][CH:6]1[c:7]2[c:8]([cH:12][c:13]([O:17][c:18]3[n:19][cH:20][cH:21][c:22]([NH2:24])[cH:23]3)[cH:14][c:15]2[CH3:16])[B:9]([OH:11])[O:10]1)[OH:25]. Starting materials: C1COCCN1, CCO, CCN(C(C)C)C(C)C, N#Cc1sc(Cl)nc1Cl, O. Product: N#Cc1sc(N2CCOCC2)nc1Cl. RXN SMILES: [CH2:19]1[CH2:20][O:21][CH2:22][CH2:23][NH:24]1.[CH3:25][CH2:26][OH:27].[CH:10]([N:11]([CH2:12][CH3:13])[CH:14]([CH3:15])[CH3:16])([CH3:17])[CH3:18].[Cl:1][c:2]1[s:3][c:4]([C:8]#[N:9])[c:5]([Cl:7])[n:6]1.[OH2:28]>>[c:2]1([N:24]2[CH2:19][CH2:20][O:21][CH2:22][CH2:23]2)[s:3][c:4]([C:8]#[N:9])[c:5]([Cl:7])[n:6]1. Starting materials: CC1=CC(=NC=C1[N+](=O)[O-])C(=O)OC (methyl 4-methyl-5-nitropyridine-2-carboxylate), COC(N(C)C)OC (dimethylformamide dimethylacetal), CC1=CC(=NC=C1[N+](=O)[O-])C(=O)OC (methyl 4-methyl-5-nitropyridine-2-carboxylate), COC(N(C)C)OC (DMF-DMA). As a reaction SMILES: [CH3:1][C:2]1[C:7]([N+:8]([O-:10])=[O:9])=[CH:6][N:5]=[C:4]([C:11]([O:13][CH3:14])=[O:12])[CH:3]=1.CO[CH:17](OC)[N:18]([CH3:20])[CH3:19]>C(#N)C.CN(C=O)C>[CH3:17][N:18]([CH3:20])/[CH:19]=[CH:1]/[C:2]1[C:7]([N+:8]([O-:10])=[O:9])=[CH:6][N:5]=[C:4]([C:11]([O:13][CH3:14])=[O:12])[CH:3]=1. Reported procedure: Method 1. A mixture of methyl 4-methyl-5-nitropyridine-2-carboxylate (3.5 g, 17.8 mmol), dimethylformamide dimethylacetal (DMF-DMA) (3.6 ml, 1.5 eq) in acetonitrile (35 mL) was heated in a microwave at 140° C. for 20 min. The solvent was removed. The residue (5.1 g) was carried onto the next step without further purification. Method 2. A mixture of methyl 4-methyl-5-nitropyridine-2-carboxylate (39.5 g, 0.19 mol) and DMF-DMA (30.6 g, 0.26 mol, 1.35 eq) in DMF (470 mL) was heated to 90° C. for 30 ... Conditions: temperature 140 celsius. Run in C(C)#N (acetonitrile), CN(C)C=O (DMF). The product is CN(/C=C/C1=CC(=NC=C1[N+](=O)[O-])C(=O)OC)C (Methyl 4-[(E)-2-(dimethylamino)vinyl]-5-nitropyridine-2-carboxylate).